Dataset: the Open Reaction Database (ORD), a public repository of structured organic reaction records. Task: describe an organic reaction: reactants, conditions, products, and yield Reactants: BrCc1ccc(CBr)cc1, CC(C)(C)CNc1ccnc(Cl)n1, [H-], [Na+], CN(C)C=O, O. The product is CC(C)(C)CN(Cc1ccc(CBr)cc1)c1ccnc(Cl)n1. As a reaction SMILES: [Br:14][CH2:15][c:16]1[cH:17][cH:18][c:19]([CH2:22][Br:23])[cH:20][cH:21]1.[Cl:1][c:2]1[n:3][cH:4][cH:5][c:6]([NH:8][CH2:9][C:10]([CH3:11])([CH3:12])[CH3:13])[n:7]1.[H-:25].[Na+:24].[O:27]=[CH:28][N:29]([CH3:30])[CH3:31].[OH2:26]>>[Cl:1][c:2]1[n:3][cH:4][cH:5][c:6]([N:8]([CH2:9][C:10]([CH3:11])([CH3:12])[CH3:13])[CH2:22][c:19]2[cH:18][cH:17][c:16]([CH2:15][Br:14])[cH:21][cH:20]2)[n:7]1. The solvent is C(C)(=O)OCC (ethyl acetate), O (water), O1CCCC1 (tetrahydrofuran). Starting materials: [Cl-].[NH4+] (ammonium chloride), S1C2=C(C=C1C1=CC(=CC3=CN(N=C13)COCC[Si](C)(C)C)Br)C=CC=C2 (7-benzo[b]thiopen-2-yl-5-bromo-2-(2-trimethylsilanyl-ethoxymethyl)-2H-indazole), CI (methyliodide), C(CCC)[Li] (n-butyllithium). Reaction SMILES: [S:1]1[C:5]([C:6]2[C:14]3[C:10](=[CH:11][N:12]([CH2:15][O:16][CH2:17][CH2:18][Si:19]([CH3:22])([CH3:21])[CH3:20])[N:13]=3)[CH:9]=[C:8]([Br:23])[CH:7]=2)=[CH:4][C:3]2[CH:24]=[CH:25][CH:26]=[CH:27][C:2]1=2.[CH2:28]([Li])CCC.CI.[Cl-].[NH4+]>O1CCCC1.C(OCC)(=O)C.O>[S:1]1[C:5]([C:6]2[C:14]3[C:10](=[C:11]([CH3:28])[N:12]([CH2:15][O:16][CH2:17][CH2:18][Si:19]([CH3:22])([CH3:20])[CH3:21])[N:13]=3)[CH:9]=[C:8]([Br:23])[CH:7]=2)=[CH:4][C:3]2[CH:24]=[CH:25][CH:26]=[CH:27][C:2]1=2 |f:3.4|. Yields the product S1C2=C(C=C1C1=CC(=CC3=C(N(N=C13)COCC[Si](C)(C)C)C)Br)C=CC=C2 (7-benzo[b]thiophen-2-yl-5-bromo-3-methyl-2-(2-trimethylsilanyl-ethoxymethyl)-2H-indazole). Reaction conditions: temperature -65 celsius. Procedure details: A mixture of 7-benzo[b]thiopen-2-yl-5-bromo-2-(2-trimethylsilanyl-ethoxymethyl)-2H-indazole (Preparation #24, 1.0 g, 2.18 mmol) in tetrahydrofuran (15 mL) was cooled to about −65° C. then a solution of n-butyllithium (1.6 M, 1.5 mL, 2.4 mmol) was added dropwise. After about 5 minutes methyliodide (0.37 g, 2.6 mmol) was added then the solution was warmed to about −20° C. Saturated ammonium chloride (1 mL) was added then the mixture was diluted with ethyl acetate (25 mL) and water (10 mL). The lay... The product is CC(=O)Nc1cccc(C(=O)c2ncc(Cl)cc2NS(=O)(=O)c2ccc(C(C)(C)C)cc2)n1. Starting materials: CC(=O)Cl, CC(C)(C)c1ccc(S(=O)(=O)Nc2cc(Cl)cnc2C(=O)c2cccc(N)n2)cc1, C1COCCO1, c1ccncc1. RXN SMILES: [CH3:31][C:32]([Cl:33])=[O:34].[NH2:1][c:2]1[cH:3][cH:4][cH:5][c:6]([C:8](=[O:9])[c:10]2[n:11][cH:12][c:13]([Cl:30])[cH:14][c:15]2[NH:16][S:17](=[O:18])(=[O:19])[c:20]2[cH:21][cH:22][c:23]([C:26]([CH3:27])([CH3:28])[CH3:29])[cH:24][cH:25]2)[n:7]1.[O:35]1[CH2:36][CH2:37][O:38][CH2:39][CH2:40]1.[n:41]1[cH:42][cH:43][cH:44][cH:45][cH:46]1>>[NH:1]([c:2]1[cH:3][cH:4][cH:5][c:6]([C:8](=[O:9])[c:10]2[n:11][cH:12][c:13]([Cl:30])[cH:14][c:15]2[NH:16][S:17](=[O:18])(=[O:19])[c:20]2[cH:21][cH:22][c:23]([C:26]([CH3:27])([CH3:28])[CH3:29])[cH:24][cH:25]2)[n:7]1)[C:32]([CH3:31])=[O:34]. Reaction SMILES: [OH:1][C:2]([CH3:35])([CH3:34])[CH2:3][C@@:4]1([C:28]2[CH:33]=[CH:32][CH:31]=[CH:30][CH:29]=2)[O:9][C:8](=[O:10])[N:7]([C@H:11]([C:13]2[CH:18]=[CH:17][C:16]([C:19]3[N:24]=[C:23]([C:25](O)=[O:26])[CH:22]=[CH:21][CH:20]=3)=[CH:15][CH:14]=2)[CH3:12])[CH2:6][CH2:5]1.[CH3:36][NH2:37]>>[CH3:36][NH:37][C:25]([C:23]1[CH:22]=[CH:21][CH:20]=[C:19]([C:16]2[CH:17]=[CH:18][C:13]([C@@H:11]([N:7]3[CH2:6][CH2:5][C@:4]([CH2:3][C:2]([OH:1])([CH3:34])[CH3:35])([C:28]4[CH:33]=[CH:32][CH:31]=[CH:30][CH:29]=4)[O:9][C:8]3=[O:10])[CH3:12])=[CH:14][CH:15]=2)[N:24]=1)=[O:26]. Procedure: The title compound was prepared from (6-(4-{(S)-1-[(S)-6-(2-hydroxy-2-methyl-propyl)-2-oxo-6-phenyl-[1,3]oxazinan-3-yl]-ethyl}-phenyl)-pyridine-2-carboxylic acid and methylamine (2 mol/L in tetrahydrofuran) following a procedure analogous to that described in Example 203. Mass spectrum (ESI+): m/z=488 [M+H]+. Starting materials: OC(C[C@@]1(CCN(C(O1)=O)[C@@H](C)C1=CC=C(C=C1)C1=CC=CC(=N1)C(=O)O)C1=CC=CC=C1)(C)C (6-(4-{(S)-1-[(S)-6-(2-hydroxy-2-methyl-propyl)-2-oxo-6-phenyl-[1,3]oxazinan-3-yl]-ethyl}-phenyl)-pyridine-2-carboxylic acid), CN (methylamine). Yields the product CNC(=O)C1=NC(=CC=C1)C1=CC=C(C=C1)[C@H](C)N1C(O[C@](CC1)(C1=CC=CC=C1)CC(C)(C)O)=O (6-(4-{(S)-1-[(S)-6-(2-Hydroxy-2-methyl-propyl)-2-oxo-6-phenyl-[1,3]oxazinan-3-yl]-ethyl}-phenyl)-pyridine-2-carboxylic acid methylamide).